Dataset: the Open Reaction Database (ORD), a public repository of structured organic reaction records. Task: describe an organic reaction: reactants, conditions, products, and yield The solvent is C(C)(=O)OCC (ethyl acetate), C(C)(=O)OCC (ethyl acetate), N1=CC=CC=C1 (pyridine). Run at temperature 0 celsius, time 2.5 hour. RXN SMILES: [CH2:1]([O:8][CH:9]1[CH2:14][CH2:13][CH2:12][CH2:11][CH:10]1[NH:15][C:16]([CH2:18][N:19]1[C:23]([O:24][CH2:25][C:26]2[CH:31]=[CH:30][CH:29]=[CH:28][C:27]=2[C:32]2[CH:37]=[CH:36][C:35]([C:38]([F:41])([F:40])[F:39])=[CH:34][CH:33]=2)=[CH:22][C:21]([C:42]([NH2:44])=O)=[N:20]1)=[O:17])[C:2]1[CH:7]=[CH:6][CH:5]=[CH:4][CH:3]=1.P(Cl)(Cl)(Cl)=O>N1C=CC=CC=1.C(OCC)(=O)C>[CH2:1]([O:8][CH:9]1[CH2:14][CH2:13][CH2:12][CH2:11][CH:10]1[NH:15][C:16](=[O:17])[CH2:18][N:19]1[C:23]([O:24][CH2:25][C:26]2[CH:31]=[CH:30][CH:29]=[CH:28][C:27]=2[C:32]2[CH:33]=[CH:34][C:35]([C:38]([F:40])([F:41])[F:39])=[CH:36][CH:37]=2)=[CH:22][C:21]([C:42]#[N:44])=[N:20]1)[C:2]1[CH:3]=[CH:4][CH:5]=[CH:6][CH:7]=1. Starting materials: ice, C(C1=CC=CC=C1)OC1C(CCCC1)NC(=O)CN1N=C(C=C1OCC1=C(C=CC=C1)C1=CC=C(C=C1)C(F)(F)F)C(=O)N (1-[(2-benzyloxy-cyclohexylcarbamoyl)-methyl]-5-(4′-trifluoromethyl-biphenyl-2-ylmethoxy)-1H-pyrazole-3-carboxylic acid amide), P(=O)(Cl)(Cl)Cl (phosphorus oxychloride). Procedure details: To an ice cold solution of 310 mg (0.33 mmol max) of 1-[(2-benzyloxy-cyclohexylcarbamoyl)-methyl]-5-(4′-trifluoromethyl-biphenyl-2-ylmethoxy)-1H-pyrazole-3-carboxylic acid amide in 3 mL of pyridine was added 0.071 mL (0.76 mmol) of phosphorus oxychloride, and the resulting mixture was stirred at 0° C. for 2.5 h. The mixture was then diluted with ethyl acetate, washed with 1 N HCl solution, dried over sodium sulfate and concentrated. Since analysis by LC-MS indicated that some starting material w... Isolated yield 36.6%. Product: C(C1=CC=CC=C1)OC1C(CCCC1)NC(CN1N=C(C=C1OCC1=C(C=CC=C1)C1=CC=C(C=C1)C(F)(F)F)C#N)=O (N-(2-benzyloxy-cyclohexyl)-2-[3-cyano-5-(4′-trifluoromethyl-biphenyl-2-ylmethoxy)-pyrazol-1-yl]-acetamide).